Dataset: the Open Reaction Database (ORD), a public repository of structured organic reaction records. Task: describe an organic reaction: reactants, conditions, products, and yield Reactants: OC=1C=NC(=CC1)C (3-hydroxy-6-methylpyridine), C[O-].[Na+] (sodium methoxide). Reagents/catalysts: [Cl-].C1(=CC=CC=C1)[N+](C)(C)C (phenyltrimethylammonium chloride). Solvent: CN(C=O)C (dimethylformamide). Conditions: time 8 hour. The product is COC=1C=NC(=CC1)C (3-Methoxy-6-methylpyridine). As a reaction SMILES: [OH:1][C:2]1[CH:3]=[N:4][C:5]([CH3:8])=[CH:6][CH:7]=1.[CH3:9][O-].[Na+]>[Cl-].C1([N+](C)(C)C)C=CC=CC=1.CN(C)C=O>[CH3:9][O:1][C:2]1[CH:3]=[N:4][C:5]([CH3:8])=[CH:6][CH:7]=1 |f:1.2,3.4|. Reported procedure: A solution of 3-hydroxy-6-methylpyridine (2.5 g), sodium methoxide (1.36 g) and phenyltrimethylammonium chloride (4.33 g) in dry dimethylformamide (25 ml) was heated at reflux under argon for 2.5 h. The mixture was allowed to cool then stirred at room temperature overnight. Insoluble material was removed by filtration and washed with ethanol. The filtrate was acidified with 6M hydrochloric acid and the solvent was removed in vacuo. The residue was then diluted with water, basified with 2M sodium... Reactants: CN(C)C=O (DMF), C(=O)([O-])[O-].[K+].[K+] (K2CO3), ClCC(=O)N1C2=C(CCC1)N(N=C2)C2=CC=C(C=C2)F (2-chloro-1-(1-(4-fluorophenyl)-6,7-dihydro-1H-pyrazolo[4,3-b]pyridin-4(5H)-yl)ethanone), CO (carbinol). Run in C1CCOC1 (THF), CCOC(=O)C (EtOAc). Conditions: temperature 75 celsius. Product: FC1=CC=C(C=C1)N1N=CC=2N(CCCC21)C(CN2N=CC=1C2=NC=CC1)=O (1-[1-(4-fluorophenyl)-6,7-dihydro-5H-pyrazolo[4,3-b]pyridin-4-yl]-2-pyrazolo[3,4-b]pyridin-1-yl-ethanone). Isolated yield 43.0%. Reaction SMILES: CO.[CH3:3][N:4]([CH:6]=O)C.C([O-])([O-])=O.[K+].[K+].Cl[CH2:15][C:16]([N:18]1[CH2:23][CH2:22][CH2:21][C:20]2[N:24]([C:27]3[CH:32]=[CH:31][C:30]([F:33])=[CH:29][CH:28]=3)[N:25]=[CH:26][C:19]1=2)=[O:17]>C1COCC1.CCOC(C)=O>[F:33][C:30]1[CH:31]=[CH:32][C:27]([N:24]2[C:20]3[CH2:21][CH2:22][CH2:23][N:18]([C:16](=[O:17])[CH2:15][N:25]4[C:3]5=[N:4][CH:6]=[CH:23][CH:22]=[C:21]5[CH:20]=[N:24]4)[C:19]=3[CH:26]=[N:25]2)=[CH:28][CH:29]=1 |f:2.3.4|. Procedure: The carbinol obtained above (69 mg, 0.4 mmol) was diluted in 1.2 mL of THF and 500 μL of DMF and treated with K2CO3 (111 mg, 0.8 mmol) and 2-chloro-1-(1-(4-fluorophenyl)-6,7-dihydro-1H-pyrazolo[4,3-b]pyridin-4(5H)-yl)ethanone (118 mg, 0.4 mmol). The slurry was heated to 75° C. The reaction slurry was diluted with EtOAc and washed with brine, dried on MgSO4, filtered, and concentrated. The residue was purified by reverse phase HPLC (C18 column, acetonitrile-H2O with 0.1% TFA as eluent) to provide... The reactants are CCCCCCC=CCCC (undec-7-ene), C(C)(C)(C)OC(=O)NC(C(=O)OC)P(=O)(OC)OC (tert-Butoxycarbonylamino-(dimethoxyphosphoryl)acetic acid, methyl ester), 1,8-diazabicyclo[5.4.0, COC=1C=C(C=O)C=CC1 (3-methoxybenzaldehyde). Run in C(Cl)Cl (methylene chloride), C(Cl)Cl (Methylene chloride). Conditions: time 8 hour. Yields the product C(C)(C)(C)OC(=O)NC(C(=O)OC)=CC1=CC(=CC=C1)OC (2-tert-Butoxycarbonylamino-3-(3-methoxyphenyl)acrylic acid, methyl ester). Reaction SMILES: CCCCCCC=CCCC.[C:12]([O:16][C:17]([NH:19][CH:20](P(OC)(OC)=O)[C:21]([O:23][CH3:24])=[O:22])=[O:18])([CH3:15])([CH3:14])[CH3:13].[CH3:31][O:32][C:33]1[CH:34]=[C:35]([CH:38]=[CH:39][CH:40]=1)[CH:36]=O>C(Cl)Cl>[C:12]([O:16][C:17]([NH:19][C:20](=[CH:36][C:35]1[CH:38]=[CH:39][CH:40]=[C:33]([O:32][CH3:31])[CH:34]=1)[C:21]([O:23][CH3:24])=[O:22])=[O:18])([CH3:13])([CH3:14])[CH3:15]. Reported procedure: A solution of 0.70 mL (4.7 mmol) of 1,8-diazabicyclo[5.4.0.]undec-7-ene (DBU) and 1.40 g (4.7 MMOL) of tert-butoxycarbonylamino-(dimethoxyphosphoryl)acetic acid, methyl ester of Example 29 in 14 mL of methylene chloride is stirred at room temperature for 25 minutes. A quantity of 0.64 g (4.7 mmol) of 3-methoxybenzaldehyde is added and the solution is stirred at room temperature overnight. Methylene chloride (100 mL) is added and the solution is washed with 80mL of 1N hydrochloric acid and then w... Reactants: OC1=NOC(=C1)C(=O)OC (methyl 3-hydroxy-5-isoxazole carboxylate), C(C)(C)N(C(C)C)CC (N,N-diisopropylethylamine), COCCl (chloromethyl methyl ether). Solvent: ClCCl (dichloromethane), O1CCCC1 (tetrahydrofuran). Run at time 2 hour. The product is COCOC1=NOC(=C1)C(=O)OC (Methyl 3-(Methoxymethoxy)-5-isoxazole Carboxylate). Isolated yield 78.0%. Reaction SMILES: [OH:1][C:2]1[CH:6]=[C:5]([C:7]([O:9][CH3:10])=[O:8])[O:4][N:3]=1.C(N(CC)C(C)C)(C)C.[CH3:20][O:21][CH2:22]Cl>O1CCCC1.ClCCl>[CH3:20][O:21][CH2:22][O:1][C:2]1[CH:6]=[C:5]([C:7]([O:9][CH3:10])=[O:8])[O:4][N:3]=1. Procedure: A solution of 2.0 g (14.0 mmol) of methyl 3-hydroxy-5-isoxazole carboxylate and 29.2 ml (16.8 mmol) of N,N-diisopropylethylamine in 20 ml of tetrahydrofuran was treated with 1.27 ml of chloromethyl methyl ether. After being stirred at ambient temperature for 2 h, the solution was diluted with dichloromethane, washed with water, dried over MgSO4, and concentrated in vacuo. Silica gel chromatography of the residue using 10% methanol in dichloromethane provided 129.6 mg (78%) of the desired compoun...